Dataset: the Open Reaction Database (ORD), a public repository of structured organic reaction records. Task: describe an organic reaction: reactants, conditions, products, and yield Starting materials: N1=C(C=NC=C1)N1N=C(C=2C[C@@H]3[C@H](C12)C3)C(=O)O ((1aR,5aR)-2-(Pyrazin-2-yl)-1a,2,5,5a-tetrahydro-1H-2,3-diaza-cyclopropa[a]pentalene-4-carboxylic Acid), NC(CO)C1CCOCC1 (2-amino-2-(tetrahydro-2H-pyran-4-yl)ethanol). Yields the product OCC(C1CCOCC1)NC(=O)C=1C=2C[C@@H]3[C@H](C2N(N1)C1=NC=CN=C1)C3 ((1aR,5aR)-2-Pyrazin-2-yl-1a,2,5,5a-tetrahydro-1H-2,3-diaza-cyclopropa[a]pentalene-4-carboxylic Acid (2-Hydroxy-1-tetrahydro-pyran-4-yl-ethyl)-amide). Reaction SMILES: [N:1]1[CH:6]=[CH:5][N:4]=[CH:3][C:2]=1[N:7]1[C:14]2[C@@H:13]3[CH2:15][C@@H:12]3[CH2:11][C:10]=2[C:9]([C:16]([OH:18])=O)=[N:8]1.[NH2:19][CH:20]([CH:23]1[CH2:28][CH2:27][O:26][CH2:25][CH2:24]1)[CH2:21][OH:22]>>[OH:22][CH2:21][CH:20]([NH:19][C:16]([C:9]1[C:10]2[CH2:11][C@H:12]3[CH2:15][C@H:13]3[C:14]=2[N:7]([C:2]2[CH:3]=[N:4][CH:5]=[CH:6][N:1]=2)[N:8]=1)=[O:18])[CH:23]1[CH2:28][CH2:27][O:26][CH2:25][CH2:24]1. Reported procedure: The title compound was prepared in a manner similar to that described in Method G using Intermediate 2 and 2-amino-2-(tetrahydro-2H-pyran-4-yl)ethanol. LCMS m/z=370.2 [M+H]+; 1H NMR (400 MHz, CDCl3) δ ppm 0.46-0.50 (m, 1H), 1.26 (td, J=7.8 and 4.6 Hz, 1H), 1.42-1.54 (m, 2H), 1.72 (d, J=12.6 Hz, 2H), 1.98-2.09 (m, 1H), 2.27-2.34 (m, 1H), 2.51 (bs, 1H), 2.73-2.79 (m, 1H), 2.94 (d, J=16.8 Hz, 1H), 3.01 (dd, J=16.4 and 6.1 Hz, 1H), 3.36-3.45 (m, 2H), 3.82-3.89 (m, 3H), 4.01 (dd, J=11.2 and 4.0 Hz, 2... The reactants are Brc1cccc(OCc2ccccc2)c1, [Li]CCCC, COc1cc(C=O)cc(OC)c1, COc1cc(OC)cc(C(O)c2ccc3c(c2)OCCO3)c1. Product: COc1cc(OC)cc(C(O)c2cccc(OCc3ccccc3)c2)c1. As a reaction SMILES: [CH2:1]([c:2]1[cH:3][cH:4][cH:5][cH:6][cH:7]1)[O:8][c:9]1[cH:10][c:11]([Br:15])[cH:12][cH:13][cH:14]1.[CH2:28]([Li:29])[CH2:30][CH2:31][CH3:32].[CH3:16][O:17][c:18]1[cH:19][c:20]([CH:21]=[O:22])[cH:23][c:24]([O:26][CH3:27])[cH:25]1.[O:33]1[c:34]2[cH:35][cH:36][c:37]([CH:38]([c:39]3[cH:40][c:41]([O:42][CH3:43])[cH:44][c:45]([O:46][CH3:47])[cH:48]3)[OH:49])[cH:50][c:51]2[O:52][CH2:53][CH2:54]1>>[CH2:1]([c:2]1[cH:3][cH:4][cH:5][cH:6][cH:7]1)[O:8][c:9]1[cH:10][c:11]([CH:21]([c:20]2[cH:19][c:18]([O:17][CH3:16])[cH:25][c:24]([O:26][CH3:27])[cH:23]2)[OH:22])[cH:12][cH:13][cH:14]1. The reactants are CC(=O)SC(CC(=O)c1ccccc1)C(=O)N1CCCC1C(=O)O, ClC(Cl)(Cl)Cl, CCO, O=C(O)CS. The product is O=C(O)CSC(CC(=O)c1ccccc1)C(=O)N1CCCC1C(=O)O. RXN SMILES: [C:1]([S:2][CH:5]([C:6](=[O:7])[N:8]1[CH:9]([C:10](=[O:11])[OH:12])[CH2:13][CH2:14][CH2:15]1)[CH2:16][C:17]([c:18]1[cH:19][cH:20][cH:21][cH:22][cH:23]1)=[O:24])(=[O:3])[CH3:4].[C:25]([Cl:26])([Cl:27])([Cl:28])[Cl:29].[CH3:35][CH2:36][OH:37].[SH:30][CH2:31][C:32](=[O:33])[OH:34]>>[CH:5]([C:6](=[O:7])[N:8]1[CH:9]([C:10](=[O:11])[OH:12])[CH2:13][CH2:14][CH2:15]1)([CH2:16][C:17]([c:18]1[cH:19][cH:20][cH:21][cH:22][cH:23]1)=[O:24])[S:30][CH2:31][C:32](=[O:33])[OH:34]. The reactants are CCO, CCS(=O)(=O)O, CCCCCCC, CC1(C)CC(c2ccccc2N2CCN(CC3CC3)CC2)CC(C)(C)C1. The product is CCS(=O)(=O)O, CC1(C)CC(c2ccccc2N2CCN(CC3CC3)CC2)CC(C)(C)C1. As a reaction SMILES: [CH2:27]([OH:28])[CH3:29].[CH3:30][CH2:31][S:32]([OH:33])(=[O:34])=[O:35].[CH3:36][CH2:37][CH2:38][CH2:39][CH2:40][CH2:41][CH3:42].[CH:1]1([CH2:4][N:5]2[CH2:6][CH2:7][N:8]([c:11]3[c:12]([CH:17]4[CH2:18][C:19]([CH3:25])([CH3:26])[CH2:20][C:21]([CH3:23])([CH3:24])[CH2:22]4)[cH:13][cH:14][cH:15][cH:16]3)[CH2:9][CH2:10]2)[CH2:2][CH2:3]1>>[CH3:30][CH2:31][S:32](=[O:33])(=[O:34])[OH:35].[CH:1]1([CH2:4][N:5]2[CH2:6][CH2:7][N:8]([c:11]3[c:12]([CH:17]4[CH2:18][C:19]([CH3:25])([CH3:26])[CH2:20][C:21]([CH3:23])([CH3:24])[CH2:22]4)[cH:13][cH:14][cH:15][cH:16]3)[CH2:9][CH2:10]2)[CH2:2][CH2:3]1. Starting materials: COc1ccc(-c2nc(SCCCCC(=O)O)[nH]c2-c2ccc(OC)cc2)cc1, CCOC(C)=O, C(=NC1CCCCC1)=NC1CCCCC1, NCCC1CNCCO1, C1CCOC1, O, On1nnc2ccccc21. Product: COc1ccc(-c2nc(SCCCCC(=O)NCCC3CNCCO3)[nH]c2-c2ccc(OC)cc2)cc1. As a reaction SMILES: [CH3:1][O:2][c:3]1[cH:4][cH:5][c:6](-[c:9]2[n:10][c:11]([S:22][CH2:23][CH2:24][CH2:25][CH2:26][C:27](=[O:28])[OH:29])[nH:12][c:13]2-[c:14]2[cH:15][cH:16][c:17]([O:20][CH3:21])[cH:18][cH:19]2)[cH:7][cH:8]1.[CH3:70][CH2:71][O:72][C:73](=[O:74])[CH3:75].[CH:50]1([N:51]=[C:52]=[N:53][CH:54]2[CH2:55][CH2:56][CH2:57][CH2:58][CH2:59]2)[CH2:60][CH2:61][CH2:62][CH2:63][CH2:64]1.[NH2:41][CH2:42][CH2:43][CH:44]1[O:45][CH2:46][CH2:47][NH:48][CH2:49]1.[O:65]1[CH2:66][CH2:67][CH2:68][CH2:69]1.[OH2:30].[OH:31][n:32]1[c:33]2[cH:34][cH:35][cH:36][cH:37][c:38]2[n:39][n:40]1>>[CH3:1][O:2][c:3]1[cH:4][cH:5][c:6](-[c:9]2[nH:10][c:11]([S:22][CH2:23][CH2:24][CH2:25][CH2:26][C:27](=[O:28])[NH:41][CH2:42][CH2:43][CH:44]3[O:45][CH2:46][CH2:47][NH:48][CH2:49]3)[n:12][c:13]2-[c:14]2[cH:15][cH:16][c:17]([O:20][CH3:21])[cH:18][cH:19]2)[cH:7][cH:8]1. Starting materials: COC(C1=CC(=CC=C1)CN(C1=C(C=C(C=C1)OCC=1N(N=CC1C(C)C)C1=C(C=CC=C1Cl)Cl)C)C(=O)OC(C)(C)C)=O (3-[(tert-Butoxycarbonyl-{4-[2-(2,6-dichloro-phenyl)-4-isopropyl-2H-pyrazol-3-ylmethoxy]-2-methyl-phenyl}-amino)-methyl]-benzoic acid methyl ester), Cl (hydrochloric acid). Solvent: O1CCOCC1 (dioxane). Conditions: time 8 hour. Product: ClC1=C(C(=CC=C1)Cl)N1N=CC(=C1COC1=CC(=C(C=C1)NCC=1C=C(C(=O)O)C=CC1)C)C(C)C (3-({4-[2-(2,6-Dichloro-phenyl)-4-isopropyl-2H-pyrazol-3-ylmethoxy]-2-methyl-phenylamino}-methyl)-benzoic Acid). Isolated yield 92.7%. Reaction SMILES: C[O:2][C:3](=[O:44])[C:4]1[CH:9]=[CH:8][CH:7]=[C:6]([CH2:10][N:11](C(OC(C)(C)C)=O)[C:12]2[CH:17]=[CH:16][C:15]([O:18][CH2:19][C:20]3[N:21]([C:28]4[C:33]([Cl:34])=[CH:32][CH:31]=[CH:30][C:29]=4[Cl:35])[N:22]=[CH:23][C:24]=3[CH:25]([CH3:27])[CH3:26])=[CH:14][C:13]=2[CH3:36])[CH:5]=1.Cl>O1CCOCC1>[Cl:35][C:29]1[CH:30]=[CH:31][CH:32]=[C:33]([Cl:34])[C:28]=1[N:21]1[C:20]([CH2:19][O:18][C:15]2[CH:16]=[CH:17][C:12]([NH:11][CH2:10][C:6]3[CH:5]=[C:4]([CH:9]=[CH:8][CH:7]=3)[C:3]([OH:44])=[O:2])=[C:13]([CH3:36])[CH:14]=2)=[C:24]([CH:25]([CH3:27])[CH3:26])[CH:23]=[N:22]1. Reported procedure: To a 0° C. solution of 3-[(tert-Butoxycarbonyl-{4-[2-(2,6-dichloro-phenyl)-4-isopropyl-2H-pyrazol-3-ylmethoxy]-2-methyl-phenyl}-amino)-methyl]-benzoic acid methyl ester (797 mg, 1.24 mmol) in dioxane (10 mL) is added hydrochloric acid (3.12 mL, 12.40 mmol, 4M in dioxane) dropwise. The reaction is warmed to room temperature and is stirred overnight. The reaction mixture is concentrated under reduced pressure and the residue is partitioned between EtOAc and saturated aqueous NaHCO3. The aqueous la...